From a dataset of the Open Reaction Database (ORD), a public repository of structured organic reaction records. describe an organic reaction: reactants, conditions, products, and yield As a reaction SMILES: C([Li])CCC.O1CCCC1.Br[C:12]1[CH:13]=[C:14]([O:20][CH3:21])[C:15]([O:18][CH3:19])=[CH:16][CH:17]=1.[S:22]1[CH:26]=[CH:25][C:24]([CH:27]=[O:28])=[CH:23]1>CCCCCC.O>[OH:28][CH:27]([C:24]1[CH:25]=[CH:26][S:22][CH:23]=1)[C:12]1[CH:17]=[CH:16][C:15]([O:18][CH3:19])=[C:14]([O:20][CH3:21])[CH:13]=1. The solvent is CCCCCC (hexane), O (Water). Starting materials: C(CCC)[Li] (n-butyl lithium), O1CCCC1 (tetrahydrofuran), BrC=1C=C(C(=CC1)OC)OC (4-bromoveratrole), S1C=C(C=C1)C=O (3-thiophenecarboaldehyde). Product: OC(C1=CC(=C(C=C1)OC)OC)C1=CSC=C1 (3-(α-hydroxy-3,4-dimethoxybenzyl)thiophene). Procedure: 24 ml of 2.5M n-butyl lithium in hexane are added dropwise to a tetrahydrofuran solution of 10.85 g 4-bromoveratrole under cooling. After stirring the mixture, 5.61 g of 3-thiophenecarboaldehyde are added thereto, and warmed to room temperature. Water is added thereto, and the mixture is extracted with ethyl acetate. The extract is dried and evaporated under reduced pressure to remove the solvent, whereby 3-(α-hydroxy-3,4-dimethoxybenzyl)thiophene is obtained. 2.8 g of sodium hydride are added t... Starting materials: N1=CC=CC=C1 (pyridine), COC(C=CC1=CC(=C(C=C1)OCCCCCCO)OC)=O (4-(6-hydroxyhexyloxy)-3-methoxycinnamic acid methyl ester), [N+](=O)([O-])C=1C=C(C(=O)Cl)C=C(C1)[N+](=O)[O-] (3,5-dinitrobenzoyl chloride). Reagents/catalysts: CN(C)C1=NC=CC=C1 (dimethylaminopyridine). Run in C(Cl)Cl (methylene chloride). Product: C(C)(=O)[O-] (acetate), COC1=C(OCCCCCCOC(C2=CC(=CC(=C2)[N+](=O)[O-])[N+](=O)[O-])=O)C=CC(=C1)C=CC(=O)OC (3,5-dinitrobenzoic acid 6-[2-methoxy-4-(2-methoxycarbonylvinyl)phenoxy]hexyl ester). Isolated yield 176.7%. RXN SMILES: [CH3:1][O:2][C:3](=[O:22])[CH:4]=[CH:5][C:6]1[CH:11]=[CH:10][C:9]([O:12][CH2:13][CH2:14][CH2:15][CH2:16][CH2:17][CH2:18][OH:19])=[C:8]([O:20][CH3:21])[CH:7]=1.[N+:23]([C:26]1[CH:27]=[C:28]([CH:32]=[C:33]([N+:35]([O-:37])=[O:36])[CH:34]=1)[C:29](Cl)=[O:30])([O-:25])=[O:24].N1C=CC=CC=1>C(Cl)Cl.CN(C1C=CC=CN=1)C>[C:3]([O-:22])(=[O:2])[CH3:4].[CH3:21][O:20][C:8]1[CH:7]=[C:6]([CH:5]=[CH:4][C:3]([O:2][CH3:1])=[O:22])[CH:11]=[CH:10][C:9]=1[O:12][CH2:13][CH2:14][CH2:15][CH2:16][CH2:17][CH2:18][O:19][C:29](=[O:30])[C:28]1[CH:27]=[C:26]([N+:23]([O-:25])=[O:24])[CH:34]=[C:33]([N+:35]([O-:37])=[O:36])[CH:32]=1. Procedure details: 2.50 g (8.11 mmol) of 4-(6-hydroxyhexyloxy)-3-methoxycinnamic acid methyl ester, 1.96 g (8.51 mmol) of 3,5-dinitrobenzoyl chloride and 10 mg (0.08 mmol) of dimethylaminopyridine were dissolved in 25 ml of methylene chloride. 3.3 ml (40.5 mmol) of pyridine were added dropwise, in the course of 20 minutes at 0° C., to the resulting clear solution. After 2 hours at 0° C. the reaction mixture was partitioned between methylene chloride and water; the organic phase was washed with a saturated sodium b...